Dataset: the Open Reaction Database (ORD), a public repository of structured organic reaction records. Task: describe an organic reaction: reactants, conditions, products, and yield Reactants: [BH3-]C#N, CC(=O)O, CO, [Na+], NC(=O)c1ccc(Oc2ccc3c(c2)CCC3NCC(c2ccccc2)c2ccccc2)nc1. The product is CN(CC(c1ccccc1)c1ccccc1)C1CCc2cc(Oc3ccc(C(N)=O)cn3)ccc21. As a reaction SMILES: [C:1]([BH3-:2])#[N:3].[C:39]([OH:40])(=[O:41])[CH3:42].[CH3:43][OH:44].[Na+:4].[c:5]1([CH:11]([CH2:12][NH:13][CH:14]2[CH2:15][CH2:16][c:17]3[cH:18][c:19]([O:23][c:24]4[n:25][cH:26][c:27]([C:28](=[O:29])[NH2:30])[cH:31][cH:32]4)[cH:20][cH:21][c:22]32)[c:33]2[cH:34][cH:35][cH:36][cH:37][cH:38]2)[cH:6][cH:7][cH:8][cH:9][cH:10]1>>[CH3:1][N:13]([CH2:12][CH:11]([c:5]1[cH:6][cH:7][cH:8][cH:9][cH:10]1)[c:33]1[cH:34][cH:35][cH:36][cH:37][cH:38]1)[CH:14]1[CH2:15][CH2:16][c:17]2[cH:18][c:19]([O:23][c:24]3[n:25][cH:26][c:27]([C:28](=[O:29])[NH2:30])[cH:31][cH:32]3)[cH:20][cH:21][c:22]21. Reactants: [OH-].[Li+] (lithium hydroxide), O1CCCC1 (tetrahydrofuran), potassium tricarbonyl [triphenylphosphine] cobaltate, C1(=CC=CC=C1)CC(=O)Cl (Phenylacetyl chloride). The solvent is O (water). Conditions: temperature 5 celsius. The product is C1(=CC=CC=C1)CC(C(=O)O)=O (phenylpyruvic acid), C1(=CC=CC=C1)CC(=O)O (phenylacetic acid). Isolated yield 72.6%. Reaction SMILES: [C:1]1([CH2:7][C:8](Cl)=[O:9])[CH:6]=[CH:5][CH:4]=[CH:3][CH:2]=1.[OH-:11].[Li+].[O:13]1[CH2:17]CCC1>O>[C:1]1([CH2:7][C:8](=[O:9])[C:17]([OH:13])=[O:11])[CH:6]=[CH:5][CH:4]=[CH:3][CH:2]=1.[C:1]1([CH2:7][C:8]([OH:9])=[O:13])[CH:6]=[CH:5][CH:4]=[CH:3][CH:2]=1 |f:1.2|. Procedure details: A 20 mL aliquot of 0.15 mmoles/mL of potassium tricarbonyl [triphenylphosphine] cobaltate was charged to a 100 mL three-neck round bottom flask under nitrogen and cooled to 5° C. Phenylacetyl chloride (0.4 mL; 3.0 mmoles) was added to the flask. The solution containing the preformed cobaltate complex was then charged into a 300 mL autoclave by means of a transfer needle under nitrogen. The autoclave had previously been charged with 12 mmoles (0.287 g) of lithium hydroxide as a suspension in 22.5... Reactants: O=[N+]([O-])c1ccc2c(c1)OC(CO)CO2, Cc1ccc(S(=O)(=O)Cl)cc1, c1ccncc1. Yields the product Cc1ccc(S(=O)(=O)OCC2COc3ccc([N+](=O)[O-])cc3O2)cc1. Reaction SMILES: [N+:1](=[O:2])([O-:3])[c:4]1[cH:5][cH:6][c:7]2[c:8]([cH:15]1)[O:9][CH:10]([CH2:13][OH:14])[CH2:11][O:12]2.[c:16]1([CH3:26])[cH:17][cH:18][c:19]([S:22](=[O:23])(=[O:24])[Cl:25])[cH:20][cH:21]1.[cH:27]1[cH:28][cH:29][n:30][cH:31][cH:32]1>>[N+:1](=[O:2])([O-:3])[c:4]1[cH:5][cH:6][c:7]2[c:8]([cH:15]1)[O:9][CH:10]([CH2:13][O:14][S:22]([c:19]1[cH:18][cH:17][c:16]([CH3:26])[cH:21][cH:20]1)(=[O:23])=[O:24])[CH2:11][O:12]2. Run in O (water). Procedure: A solution of sodium hydroxide (6 g) in water (30 ml) was added to N-acetyl-2-{4-(2-carboethoxy-1-methylethenyl)phenyl}-1-methylethanamine (8.5 g) and the mixture stirred and heated under reflux for 8 hrs. The solution was cooled and evaporated to dryness. The residue was dissolved in methanol (30 ml) and made acid by addition of conc. HCl. The precipitated sodium chloride was removed by filtration, and the methanol solution dried over molecular sieves overnight. This solution was then added to ... Product: C(=O)(OC)C=C(C)C1=CC=C(C=C1)CC(N)C (2-{4-(2-Carbomethoxy-1-methylethenyl)phenyl}-1-methylethanamine). As a reaction SMILES: [OH-].[Na+].C([NH:6][CH:7]([CH3:23])[CH2:8][C:9]1[CH:14]=[CH:13][C:12]([C:15]([CH3:22])=[CH:16][C:17]([O:19][CH2:20]C)=[O:18])=[CH:11][CH:10]=1)(=O)C>O>[C:17]([CH:16]=[C:15]([C:12]1[CH:11]=[CH:10][C:9]([CH2:8][CH:7]([CH3:23])[NH2:6])=[CH:14][CH:13]=1)[CH3:22])([O:19][CH3:20])=[O:18] |f:0.1|. The reactants are [OH-].[Na+] (sodium hydroxide), C(C)(=O)NC(CC1=CC=C(C=C1)C(=CC(=O)OCC)C)C (N-acetyl-2-{4-(2-carboethoxy-1-methylethenyl)phenyl}-1-methylethanamine), τ(CDCl3). Reactants: [N+](=O)([O-])C=1C=C2C=CNC2=CC1 (5-nitro-1H-indole), C(=O)([O-])[O-].[K+].[K+] (K2CO3), BrCC(=O)OC (methyl 2-bromoacetate). Run in CN(C)C=O (DMF). The product is [N+](=O)([O-])C=1C=C2C=CN(C2=CC1)CC(=O)OC (methyl 2-(5-nitro-1H-indol-1-yl)acetate). Yield: 57.4%. As a reaction SMILES: [N+:1]([C:4]1[CH:5]=[C:6]2[C:10](=[CH:11][CH:12]=1)[NH:9][CH:8]=[CH:7]2)([O-:3])=[O:2].C([O-])([O-])=O.[K+].[K+].Br[CH2:20][C:21]([O:23][CH3:24])=[O:22]>CN(C=O)C>[N+:1]([C:4]1[CH:5]=[C:6]2[C:10](=[CH:11][CH:12]=1)[N:9]([CH2:20][C:21]([O:23][CH3:24])=[O:22])[CH:8]=[CH:7]2)([O-:3])=[O:2] |f:1.2.3|. Procedure: To a solution of 5-nitro-1H-indole (1 g, 6.17 mmol) in DMF (15 ml), K2CO3 (1.023 g, 7.40 mmol) and methyl 2-bromoacetate (0.686 ml, 7.40 mmol) were added, and the mixture was reacted under MW irradiation for 1 hour at 100° C. The insoluble inorganic salts were filtered off, the solvent was removed and the resulting crude was purified by flash chromatography on silica gel column (petroleum ether:ethyl acetate=8:2) to afford methyl 2-(5-nitro-1H-indol-1-yl)acetate (830 mg, 3.54 mmol, 58% yield). M... The reactants are O=Cc1cccc(-c2ccnc(Cl)n2)c1, NCCc1ccccn1. Yields the product Clc1nccc(-c2cccc(CNCCc3ccccn3)c2)n1. RXN SMILES: [Cl:1][c:2]1[n:3][cH:4][cH:5][c:6](-[c:8]2[cH:9][c:10]([CH:11]=[O:12])[cH:13][cH:14][cH:15]2)[n:7]1.[n:16]1[c:17]([CH2:22][CH2:23][NH2:24])[cH:18][cH:19][cH:20][cH:21]1>>[Cl:1][c:2]1[n:3][cH:4][cH:5][c:6](-[c:8]2[cH:9][c:10]([CH2:11][NH:24][CH2:23][CH2:22][c:17]3[n:16][cH:21][cH:20][cH:19][cH:18]3)[cH:13][cH:14][cH:15]2)[n:7]1.